Dataset: the Open Reaction Database (ORD), a public repository of structured organic reaction records. Task: describe an organic reaction: reactants, conditions, products, and yield The reactants are CC1=C(OCCCCCC2=CC(=NO2)C)C(=CC(=C1)C1=CN=CO1)C (5-{5-[2,6-Dimethyl-4-(5-oxazolyl)phenoxy]pentyl}-3-methylisoxazole), CC=1C=C(C=O)C=C(C1OCCCCCC1=CC(=NO1)C)C (3,5-dimethyl-4-[5-(3-methyl-5-isoxazolyl)pentyloxy]benzaldehyde), S(=O)(=O)(C1=CC=C(C)C=C1)C[N+]#[C-] (tosylmethyl isocyanide). Product: C(C)(=O)OC(C)C.CCCCCC (isopropyl acetate hexane). Isolated yield 69.0%. Reaction SMILES: C[C:2]1C=C(C2OC=NC=2)C=[C:16](C)[C:3]=1[O:4][CH2:5][CH2:6]CCCC1ON=C(C)C=1.C[C:27]1[CH:28]=[C:29]([CH:32]=[C:33](C)[C:34]=1OCCCCCC1ON=C(C)C=1)C=[O:31].S(C[N+]#[C-])(C1C=CC(C)=CC=1)(=O)=O>>[C:5]([O:4][CH:3]([CH3:16])[CH3:2])(=[O:31])[CH3:6].[CH3:29][CH2:28][CH2:27][CH2:34][CH2:33][CH3:32] |f:3.4|. Procedure details: 5-{5-[2,6-Dimethyl-4-(5-oxazolyl)phenoxy]pentyl}-3-methylisoxazole [I; Het=4-(5-oxazolyl), R=CH3, R1 =2-Ch3, R2 =6-CH3, R3 =H, X=O, Y=(CH2)5 ] was prepared from 3,5-dimethyl-4-[5-(3-methyl-5-isoxazolyl)pentyloxy]benzaldehyde and tosylmethyl isocyanide according to the procedure of Example 96(b), and was obtained in 69% yield as a pale yellow powder, m.p. 56°-58° C. (from isopropyl acetate-hexane). Reactants: CCCNCCC, ClCCl, ClCCCCc1cc(Cl)ccc1OCCc1ccccc1. Product: CCCN(CCC)CCCCc1cc(Cl)ccc1OCCc1ccccc1. Reaction SMILES: [CH2:22]([CH2:23][CH3:24])[NH:25][CH2:26][CH2:27][CH3:28].[CH2:29]([Cl:30])[Cl:31].[Cl:1][c:2]1[cH:3][c:4]([CH2:17][CH2:18][CH2:19][CH2:20][Cl:21])[c:5]([O:8][CH2:9][CH2:10][c:11]2[cH:12][cH:13][cH:14][cH:15][cH:16]2)[cH:6][cH:7]1>>[Cl:1][c:2]1[cH:3][c:4]([CH2:17][CH2:18][CH2:19][CH2:20][N:25]([CH2:22][CH2:23][CH3:24])[CH2:26][CH2:27][CH3:28])[c:5]([O:8][CH2:9][CH2:10][c:11]2[cH:12][cH:13][cH:14][cH:15][cH:16]2)[cH:6][cH:7]1. Starting materials: C(CCCCCC)N(C)CCCCCCC (diheptylmethyl amine), OO (hydrogen peroxide). The reagents and catalysts are [Pt] (platinum black). Solvent: O1CCCC1 (tetrahydrofuran). Yields the product C(CCCCCC)[N+](C)(CCCCCCC)[O-] (Diheptylmethyl amine oxide). RXN SMILES: [CH2:1]([N:8]([CH2:10][CH2:11][CH2:12][CH2:13][CH2:14][CH2:15][CH3:16])[CH3:9])[CH2:2][CH2:3][CH2:4][CH2:5][CH2:6][CH3:7].[OH:17]O>O1CCCC1.[Pt]>[CH2:10]([N+:8]([O-:17])([CH2:1][CH2:2][CH2:3][CH2:4][CH2:5][CH2:6][CH3:7])[CH3:9])[CH2:11][CH2:12][CH2:13][CH2:14][CH2:15][CH3:16]. Procedure details: To a solution of 6.6 g of diheptylmethyl amine in 25 ml tetrahydrofuran (THF) was added 12 ml 30% hydrogen peroxide. The reaction mixture was refluxed for 24 hours, cooled to room temperature and then stirred with 0.2 mg platinum black overnight. After filtering the reaction mixture through Hyflo® filter-aid, the THF was removed in vacuo. The aqueous solution was extracted with 100 ml ether. The aqueous portion of the extraction was allowed to stand for several days to allow most of the water to... Reported procedure: A mixture of 47.6 parts of 1H-imidazole, 33.6 parts of sodium hydride dispersion 50% and 750 parts of N,N-dimethylformamide was stirred at room temperature for 15 minutes. The resulting solution was added to 106 parts of 3,6-dichloropyridazine in 750 parts of N,N-dimethylformamide and the whole was further stirred for 2 days at room temperature. The product was extracted with trichloromethane. The extract was dried, filtered and evaporated. The residue was crystallized from methanol. The product... As a reaction SMILES: [NH:1]1[CH:5]=[CH:4][N:3]=[CH:2]1.[H-].[Na+].[Cl:8][C:9]1[N:10]=[N:11][C:12](Cl)=[CH:13][CH:14]=1>CN(C)C=O>[Cl:8][C:9]1[N:10]=[N:11][C:12]([N:1]2[CH:5]=[CH:4][N:3]=[CH:2]2)=[CH:13][CH:14]=1 |f:1.2|. The solvent is CN(C=O)C (N,N-dimethylformamide), CN(C=O)C (N,N-dimethylformamide). Yields the product 48.5, ClC=1N=NC(=CC1)N1C=NC=C1 (3-chloro-6-(1H-imidazol-1-yl)pyridazine). Reaction conditions: time 15 minute. The reactants are ClC=1N=NC(=CC1)Cl (3,6-dichloropyridazine), 47.6, N1C=NC=C1 (1H-imidazole), [H-].[Na+] (sodium hydride). Starting materials: COC1=C(COCCCOC2=CC=C(C=C2)C2C(CN(CC2)C(=O)OC(C)(C)C)OCC2=CC(=CC=C2)[N+](=O)[O-])C=CC=C1 (tert-butyl 4-{4-[3-(2-methoxybenzyloxy)propoxy]phenyl}-3-(3-nitrobenzyloxy)piperidine-1-carboxylate). The reagents and catalysts are [Ni] (Raney nickel). The solvent is O1CCCC1 (tetrahydrofuran). Product: NC=1C=C(COC2CN(CCC2C2=CC=C(C=C2)OCCCOCC2=C(C=CC=C2)OC)C(=O)OC(C)(C)C)C=CC1 (tert-Butyl 3-(3-aminobenzyloxy)-4-{4-[3-(2-methoxybenzyloxy)propoxy]phenyl}piperidine-1-carboxylate), SiO2. As a reaction SMILES: [CH3:1][O:2][C:3]1[CH:44]=[CH:43][CH:42]=[CH:41][C:4]=1[CH2:5][O:6][CH2:7][CH2:8][CH2:9][O:10][C:11]1[CH:16]=[CH:15][C:14]([CH:17]2[CH2:22][CH2:21][N:20]([C:23]([O:25][C:26]([CH3:29])([CH3:28])[CH3:27])=[O:24])[CH2:19][CH:18]2[O:30][CH2:31][C:32]2[CH:37]=[CH:36][CH:35]=[C:34]([N+:38]([O-])=O)[CH:33]=2)=[CH:13][CH:12]=1>O1CCCC1.[Ni]>[NH2:38][C:34]1[CH:33]=[C:32]([CH:37]=[CH:36][CH:35]=1)[CH2:31][O:30][CH:18]1[CH:17]([C:14]2[CH:13]=[CH:12][C:11]([O:10][CH2:9][CH2:8][CH2:7][O:6][CH2:5][C:4]3[CH:41]=[CH:42][CH:43]=[CH:44][C:3]=3[O:2][CH3:1])=[CH:16][CH:15]=2)[CH2:22][CH2:21][N:20]([C:23]([O:25][C:26]([CH3:27])([CH3:29])[CH3:28])=[O:24])[CH2:19]1. Procedure: The solution of 0.710 g of tert-butyl 4-{4-[3-(2-methoxybenzyloxy)propoxy]phenyl}-3-(3-nitrobenzyloxy)piperidine-1-carboxylate in 10 ml of tetrahydrofuran is hydrogenated in the presence of 0.190 g of Raney nickel over 20 hours. The reaction mixture is filtered and the filtrate is concentrated by evaporation. The title compound is obtained as a yellowish oil from the residue by means of flash chromatography (SiO2 60F). Rf=0.14 (1:2 EtOAc-heptane); Rt=4.93.